Dataset: the Open Reaction Database (ORD), a public repository of structured organic reaction records. Task: describe an organic reaction: reactants, conditions, products, and yield Reactants: O=[Ag], CCCCCc1ccc(-c2ccc(-c3ncc(OCC(O)C(F)(F)F)cn3)cc2)cc1, CCCCCI. Yields the product CCCCCOC(COc1cnc(-c2ccc(-c3ccc(CCCCC)cc3)cc2)nc1)C(F)(F)F. RXN SMILES: [Ag:38]=[O:39].[CH2:1]([CH2:2][CH2:3][CH2:4][CH3:5])[c:6]1[cH:7][cH:8][c:9](-[c:12]2[cH:13][cH:14][c:15](-[c:18]3[n:19][cH:20][c:21]([O:24][CH2:25][CH:26]([C:27]([F:28])([F:29])[F:30])[OH:31])[cH:22][n:23]3)[cH:16][cH:17]2)[cH:10][cH:11]1.[CH2:32]([CH2:33][CH2:34][CH2:35][CH3:36])[I:37]>>[CH2:1]([CH2:2][CH2:3][CH2:4][CH3:5])[c:6]1[cH:7][cH:8][c:9](-[c:12]2[cH:13][cH:14][c:15](-[c:18]3[n:19][cH:20][c:21]([O:24][CH2:25][CH:26]([C:27]([F:28])([F:29])[F:30])[O:31][CH2:32][CH2:33][CH2:34][CH2:35][CH3:36])[cH:22][n:23]3)[cH:16][cH:17]2)[cH:10][cH:11]1.